This data is from the Open Reaction Database (ORD), a public repository of structured organic reaction records. The task is: describe an organic reaction: reactants, conditions, products, and yield The reactants are ClC=1C=CC=C2C=C(C(=NC12)C=C)[C@H](C)N1C(C2=CC=CC=C2C1=O)=O ((S)-2-(1-(8-chloro-2-vinylquinolin-3-yl)ethyl)isoindoline-1,3-dione), O (water), C[N+]1(CCOCC1)[O-] (NMO). Reagents/catalysts: O.O.[O-][Os](=O)(=O)[O-].[K+].[K+] (potassium osmate(VI) dihydrate). Run in C1CCOC1 (THF), C(C)(=O)OCC (ethyl acetate), C(CC(O)(C(=O)O)CC(=O)O)(=O)O (citric acid). Reaction conditions: time 5 minute. Product: ClC=1C=CC=C2C=C(C(=NC12)C(CO)O)[C@H](C)N1C(C2=CC=CC=C2C1=O)=O (2-((S)-1-(8-chloro-2-(1,2-dihydroxyethyl)quinolin-3-yl)ethyl)isoindoline-1,3-dione). Reaction SMILES: [Cl:1][C:2]1[CH:3]=[CH:4][CH:5]=[C:6]2[C:11]=1[N:10]=[C:9]([CH:12]=[CH2:13])[C:8]([C@@H:14]([N:16]1[C:24](=[O:25])[C:23]3[C:18](=[CH:19][CH:20]=[CH:21][CH:22]=3)[C:17]1=[O:26])[CH3:15])=[CH:7]2.C[N+]1([O-])CC[O:31]CC1.[OH2:35]>C1COCC1.C(OCC)(=O)C.C(O)(=O)CC(CC(O)=O)(C(O)=O)O.O.O.[O-][Os]([O-])(=O)=O.[K+].[K+]>[Cl:1][C:2]1[CH:3]=[CH:4][CH:5]=[C:6]2[C:11]=1[N:10]=[C:9]([CH:12]([OH:31])[CH2:13][OH:35])[C:8]([C@@H:14]([N:16]1[C:24](=[O:25])[C:23]3[C:18](=[CH:19][CH:20]=[CH:21][CH:22]=3)[C:17]1=[O:26])[CH3:15])=[CH:7]2 |f:6.7.8.9.10|. Reported procedure: To a stirred solution of (S)-2-(1-(8-chloro-2-vinylquinolin-3-yl)ethyl)isoindoline-1,3-dione (200 mg, 0.55 mmol) in THF (5 mL) and water (1.0 mL) was added potassium osmate(VI) dihydrate (10.2 mg, 27.6 μmol). The reaction was stirred for 5 minutes and then NMO (64.6 mg, 0.55 mmol) was added. The reaction was stirred for 3 hours and then it was diluted with ethyl acetate (80 mL) and 1.0 M aqueous citric acid (40 mL). The separated aqueous layer was extracted with ethyl acetate (140 mL) and the co... The reactants are [Na] (sodium), C(CC(=O)OCC)(=O)OCC (diethyl malonate), C(C)(=O)C1=C(CCC1)C (1-acetyl-2-methyl-1-cyclopentene). Product: CC12CC(CC(C2CCC1)=O)=O (7a-methyl-2,3,7,7a-tetrahydro-1H-indene-4,6(5H)-dione). RXN SMILES: [Na].C(OCC)(=O)[CH2:3][C:4](OCC)=[O:5].[C:13]([C:16]1[CH2:20][CH2:19][CH2:18][C:17]=1[CH3:21])(=[O:15])[CH3:14]>>[CH3:21][C:17]12[CH2:18][CH2:19][CH2:20][CH:16]1[C:13](=[O:15])[CH2:14][C:4](=[O:5])[CH2:3]2 |^1:0|. Procedure details: Following the procedure of Example 12, the sodium salt of diethyl malonate (161.0 mmol) and 1-acetyl-2-methyl-1-cyclopentene (20.0 g, 161.0 mmol) are reacted together to give 7a-methyl-2,3,7,7a-tetrahydro-1H-indene-4,6(5H)-dione, which is then reacted with 2-chloro-4-methylsulfonyloxybenzoyloxy)-7a-methyl-2,3,7,7a-tetrahydro-1H-inden-6-one and 6-(2-chloro-4-methylsulfonyloxybenzoyloxy)-7a-methyl-2,3,7,7a-tetrahydro-1H-inden-4-one. Reactants: C(C1=CC=CC=C1)OC1=CC(=C(C=C1)CCC(=O)O)Cl (3-[4-(benzyloxy)-2-chlorophenyl]propanoic acid), C(=O)(N1C=NC=C1)N1C=NC=C1 (1,1′-carbonyldiimidazole), [BH4-].[Na+] (sodium borohydride), Cl (hydrochloric acid). Solvent: O1CCCC1 (tetrahydrofuran), O (water). Run at time 2 hour. The product is C(C1=CC=CC=C1)OC1=CC(=C(C=C1)CCCO)Cl (3-[4-(benzyloxy)-2-chlorophenyl]propan-1-ol). The yield is 90.5%. RXN SMILES: [CH2:1]([O:8][C:9]1[CH:14]=[CH:13][C:12]([CH2:15][CH2:16][C:17](O)=[O:18])=[C:11]([Cl:20])[CH:10]=1)[C:2]1[CH:7]=[CH:6][CH:5]=[CH:4][CH:3]=1.C(N1C=CN=C1)(N1C=CN=C1)=O.[BH4-].[Na+].Cl>O1CCCC1.O>[CH2:1]([O:8][C:9]1[CH:14]=[CH:13][C:12]([CH2:15][CH2:16][CH2:17][OH:18])=[C:11]([Cl:20])[CH:10]=1)[C:2]1[CH:3]=[CH:4][CH:5]=[CH:6][CH:7]=1 |f:2.3|. Reported procedure: To a solution of 3-[4-(benzyloxy)-2-chlorophenyl]propanoic acid (1.00 g) in tetrahydrofuran (20.0 mL) was added 1,1′-carbonyldiimidazole (1.11 g), followed by stirring at room temperature for 2 hours. Subsequently, sodium borohydride (520 mg) and water (4.00 mL) were added thereto, followed by stirring at room temperature for 1 hour. To the reaction mixture was added 1 M hydrochloric acid, followed by extraction with ethyl acetate. The organic layer was washed with a saturated aqueous sodium hyd...